This data is from the Open Reaction Database (ORD), a public repository of structured organic reaction records. The task is: describe an organic reaction: reactants, conditions, products, and yield Reactants: CN1C=C(C=C(C1=O)NC1=NN2C(CN(CC2)C)=C1)C1=C(C(=NC=C1)N1N=CC=2C=3CCCCC3SC2C1=O)C=O (4-[1-Methyl-5-({5-methyl-4H,5H,6H,7H-pyrazolo[1,5-a]pyrazin-2-yl}amino)-6-oxo-1,6-dihydropyridin-3-yl]-2-{6-oxo-8-thia-4,5-diazatricyclo[7.4.0.02,7]trideca-1(9), 2(7),3-trien-5-yl}pyridine-3-carbaldehyde), [BH4-].[Na+] (NaBH4). Solvent: CO (methanol). Conditions: temperature 30 celsius, time 1 hour. Product: OCC=1C(=NC=CC1C1=CN(C(C(=C1)NC1=NN2C(CN(CC2)C)=C1)=O)C)N1N=CC2=C(C1=O)SC1=C2CCCC1 (3-[3′-Hydroxymethyl-1-methyl-5-(5-methyl-4,5,6,7-tetrahydro-pyrazolo[1,5-a]pyrazin-2-ylamino)-6-oxo-1,6-dihydro-[3,4′]bipyridinyl-2′-yl]-6,7,8,9-tetrahydro-3H-benzo[4,5]thieno[2,3-d]pyridazin-4-one). Yield: 35.0%. RXN SMILES: [CH3:1][N:2]1[C:7](=[O:8])[C:6]([NH:9][C:10]2[CH:19]=[C:13]3[CH2:14][N:15]([CH3:18])[CH2:16][CH2:17][N:12]3[N:11]=2)=[CH:5][C:4]([C:20]2[CH:25]=[CH:24][N:23]=[C:22]([N:26]3[C:38](=[O:39])[C:37]4[S:36][C:35]5[CH2:34][CH2:33][CH2:32][CH2:31][C:30]=5[C:29]=4[CH:28]=[N:27]3)[C:21]=2[CH:40]=[O:41])=[CH:3]1.[BH4-].[Na+]>CO>[OH:41][CH2:40][C:21]1[C:22]([N:26]2[C:38](=[O:39])[C:37]3[S:36][C:35]4[CH2:34][CH2:33][CH2:32][CH2:31][C:30]=4[C:29]=3[CH:28]=[N:27]2)=[N:23][CH:24]=[CH:25][C:20]=1[C:4]1[CH:5]=[C:6]([NH:9][C:10]2[CH:19]=[C:13]3[CH2:14][N:15]([CH3:18])[CH2:16][CH2:17][N:12]3[N:11]=2)[C:7](=[O:8])[N:2]([CH3:1])[CH:3]=1 |f:1.2|. Procedure: A mixture of 181a (300 mg, 0.50 mmol) and NaBH4 (60 mg, 1.5 mmol) in methanol (20 mL) was stirred at 30° C. for 1 h. The mixture was quenched with water and concentrated under reduced pressure. The residue was extracted with ethyl acetate (3×10 mL). The combined ethyl acetate extract was concentrated under reduced pressure and the residue was purified by reverse-phase prep-HPLC to afford 181 (100 mg, 35%). MS-ESI: [M+H]+ 571.2. 1H NMR (500 MHz, CHCl3) δ 8.64 (d, J=5.0 Hz, 1H), 8.30 (s, 1H), 8.00...